Dataset: the Open Reaction Database (ORD), a public repository of structured organic reaction records. Task: describe an organic reaction: reactants, conditions, products, and yield The reactants are CN1N=CC=2C1=CN=CC2C#CC=2C=C(C=CC2)N (3-(1-methyl-1H-pyrazolo[3,4-c]pyridin-4-ylethynyl)-phenylamine), CN1N=CC=2C1=CN=CC2C#CC=2C=C(C=CC2)N (3-(1-methyl-1H-pyrazolo[3,4-c]pyridin-4-ylethynyl)-phenylamine), ClC(Cl)(OC(OC(Cl)(Cl)Cl)=O)Cl (triphosgene), CN1CCN(CC1)CC1=C(C=C(C=C1)N)C(F)(F)F (4-(4-methyl-piperazin-1-ylmethyl)-3-trifluoromethyl-phenylamine), CN1CCN(CC1)CC1=C(C=C(C=C1)N)C(F)(F)F (4-(4-methyl-piperazin-1-ylmethyl)-3-trifluoromethyl-phenylamine), ClC(Cl)(OC(OC(Cl)(Cl)Cl)=O)Cl (triphosgene). The solvent is C(C)#N (acetonitrile). Reaction conditions: time 16 hour. The product is CN1CCN(CC1)CC1=C(C=C(C=C1)NC(=O)NC1=CC(=CC=C1)C#CC1=C2C(=CN=C1)N(N=C2)C)C(F)(F)F (1-[4-(4-Methyl-piperazin-1-ylmethyl)-3-trifluoromethyl-phenyl]-3-[3-(1-methyl-1H-pyrazolo[3,4-c]pyridin-4-ylethynyl)-phenyl]-urea). Reaction SMILES: [CH3:1][N:2]1[C:6]2=[CH:7][N:8]=[CH:9][C:10]([C:11]#[C:12][C:13]3[CH:14]=[C:15]([NH2:19])[CH:16]=[CH:17][CH:18]=3)=[C:5]2[CH:4]=[N:3]1.[CH3:20][N:21]1[CH2:26][CH2:25][N:24]([CH2:27][C:28]2[CH:33]=[CH:32][C:31]([NH2:34])=[CH:30][C:29]=2[C:35]([F:38])([F:37])[F:36])[CH2:23][CH2:22]1.Cl[C:40](Cl)([O:42]C(=O)OC(Cl)(Cl)Cl)Cl>C(#N)C>[CH3:20][N:21]1[CH2:26][CH2:25][N:24]([CH2:27][C:28]2[CH:33]=[CH:32][C:31]([NH:34][C:40]([NH:19][C:15]3[CH:16]=[CH:17][CH:18]=[C:13]([C:12]#[C:11][C:10]4[CH:9]=[N:8][CH:7]=[C:6]5[N:2]([CH3:1])[N:3]=[CH:4][C:5]=45)[CH:14]=3)=[O:42])=[CH:30][C:29]=2[C:35]([F:38])([F:36])[F:37])[CH2:23][CH2:22]1. Procedure: 124 mg of 3-(1-methyl-1H-pyrazolo[3,4-c]pyridin-4-ylethynyl)-phenylamine (Intermediate 3.1, 0.5 mmol, 1 eq.) were dissolved in 9 mL acetonitrile and treated with 163 mg of 4-(4-methyl-piperazin-1-ylmethyl)-3-trifluoromethyl-phenylamine (0.6 mmol, 1 eq.) and 59 mg of triphosgene (0.2 mmol). The reaction mixture was stirred at rt for 4 h after which the same amounts of triphosgene and 4-(4-methyl-piperazin-1-ylmethyl)-3-trifluoromethyl-phenylamine were added once more and stirring at rt was contin... Starting materials: [Si](C1=CC=CC=C1)(C1=CC=CC=C1)(C(C)(C)C)OC1=CC=C2C=CC=C(C2=C1)N1C([C@H](CC1)NC(CC=1N=CN(C1)C(C1=CC=CC=C1)(C1=CC=CC=C1)C1=CC=CC=C1)=S)=O ((S)-N-{1-[7-(tert-butyldiphenylsilyloxy)naphthalen-1-yl]-2-oxopyrrolidin-3-yl}-2-[1-(triphenylmethyl)-1H-imidazol-4-yl]thioacetamide). The reagents and catalysts are [Ni] (Ni). Solvent: CCO (EtOH), CO (MeOH). The product is [Si](C1=CC=CC=C1)(C1=CC=CC=C1)(C(C)(C)C)OC1=CC=C2C=CC=C(C2=C1)N1C([C@H](CC1)NCCC=1N=CN(C1)C(C1=CC=CC=C1)(C1=CC=CC=C1)C1=CC=CC=C1)=O ((S)-1-[7-(tert-Butyldiphenylsilyloxy)naphthalen-1-yl]-2-oxo-3-({2-[1-(triphenylmethyl)-1H-imidazol-4-yl]ethyl}amino)pyrrolidine). Reaction SMILES: [Si:1]([O:18][C:19]1[CH:28]=[C:27]2[C:22]([CH:23]=[CH:24][CH:25]=[C:26]2[N:29]2[CH2:33][CH2:32][C@H:31]([NH:34][C:35](=S)[CH2:36][C:37]3[N:38]=[CH:39][N:40]([C:42]([C:55]4[CH:60]=[CH:59][CH:58]=[CH:57][CH:56]=4)([C:49]4[CH:54]=[CH:53][CH:52]=[CH:51][CH:50]=4)[C:43]4[CH:48]=[CH:47][CH:46]=[CH:45][CH:44]=4)[CH:41]=3)[C:30]2=[O:62])=[CH:21][CH:20]=1)([C:14]([CH3:17])([CH3:16])[CH3:15])([C:8]1[CH:13]=[CH:12][CH:11]=[CH:10][CH:9]=1)[C:2]1[CH:7]=[CH:6][CH:5]=[CH:4][CH:3]=1>CCO.CO.[Ni]>[Si:1]([O:18][C:19]1[CH:28]=[C:27]2[C:22]([CH:23]=[CH:24][CH:25]=[C:26]2[N:29]2[CH2:33][CH2:32][C@H:31]([NH:34][CH2:35][CH2:36][C:37]3[N:38]=[CH:39][N:40]([C:42]([C:55]4[CH:60]=[CH:59][CH:58]=[CH:57][CH:56]=4)([C:49]4[CH:54]=[CH:53][CH:52]=[CH:51][CH:50]=4)[C:43]4[CH:48]=[CH:47][CH:46]=[CH:45][CH:44]=4)[CH:41]=3)[C:30]2=[O:62])=[CH:21][CH:20]=1)([C:14]([CH3:16])([CH3:15])[CH3:17])([C:2]1[CH:3]=[CH:4][CH:5]=[CH:6][CH:7]=1)[C:8]1[CH:13]=[CH:12][CH:11]=[CH:10][CH:9]=1. Procedure: A mixture of (S)-N-{1-[7-(tert-butyldiphenylsilyloxy)naphthalen-1-yl]-2-oxopyrrolidin-3-yl}-2-[1-(triphenylmethyl)-1H-imidazol-4-yl]thioacetamide, as described above in Step E, (1.85 g, 2.18 mmol) and Raney Ni (3.7 g of a slurry in EtOH) was stirred in MeOH (80 mL) at 35° C. for 5 hours. The mixture was filtered through a pad of celite, washing with MeOH, and the filtrate was concentrated to provide the titled product as a foam. The reactants are CC(C)OC(=O)OC(C)Cl, CCOC(C)=O, Cc1ccccc1, [I-], [Na+], C1COCCOCCOCCOCCOCCO1. Yields the product CC(C)OC(=O)OC(C)I. As a reaction SMILES: [C:1]([O:2][CH:3]([CH3:4])[Cl:5])([O:6][CH:7]([CH3:8])[CH3:9])=[O:10].[CH3:31][CH2:32][O:33][C:34](=[O:35])[CH3:36].[CH3:37][c:38]1[cH:39][cH:40][cH:41][cH:42][cH:43]1.[I-:12].[Na+:11].[O:13]1[CH2:14][CH2:15][O:16][CH2:17][CH2:18][O:19][CH2:20][CH2:21][O:22][CH2:23][CH2:24][O:25][CH2:26][CH2:27][O:28][CH2:29][CH2:30]1>>[C:1]([O:2][CH:3]([CH3:4])[I:12])([O:6][CH:7]([CH3:8])[CH3:9])=[O:10]. Reactants: CCN(CC)CCOc1ccc([N+](=O)[O-])cc1, CCO, [H][H]. Yields the product CCN(CC)CCOc1ccc(N)cc1. RXN SMILES: [CH2:1]([CH3:2])[N:3]([CH2:4][CH2:5][O:6][c:7]1[cH:8][cH:9][c:10]([N+:13]([O-:14])=[O:15])[cH:11][cH:12]1)[CH2:16][CH3:17].[CH3:20][CH2:21][OH:22].[H:18][H:19]>>[CH2:1]([CH3:2])[N:3]([CH2:4][CH2:5][O:6][c:7]1[cH:8][cH:9][c:10]([NH2:13])[cH:11][cH:12]1)[CH2:16][CH3:17]. Reactants: C(C)(C)(C)OC(N[C@@H](C)C1=NC2=C(N1C1=CC(=CC(=C1)F)F)C=C(C=C2)F)=O ({(S)-1-[1-(3,5-difluorophenyl)-6-fluoro-1H-benzoimidazol-2-yl]ethyl}carbamic acid tert-butyl ester). Solvent: C(=O)(C(F)(F)F)O (TFA), C(Cl)Cl (DCM). Yields the product FC=1C=C(C=C(C1)F)N1C(=NC2=C1C=C(C=C2)F)[C@H](C)N ((S)-1-[1-(3,5-Difluorophenyl)-6-fluoro-1H-benzoimidazol-2-yl]ethylamine). Isolated yield 100.4%. RXN SMILES: C(OC(=O)[NH:7][C@H:8]([C:10]1[N:14]([C:15]2[CH:20]=[C:19]([F:21])[CH:18]=[C:17]([F:22])[CH:16]=2)[C:13]2[CH:23]=[C:24]([F:27])[CH:25]=[CH:26][C:12]=2[N:11]=1)[CH3:9])(C)(C)C>C(O)(C(F)(F)F)=O.C(Cl)Cl>[F:22][C:17]1[CH:16]=[C:15]([N:14]2[C:13]3[CH:23]=[C:24]([F:27])[CH:25]=[CH:26][C:12]=3[N:11]=[C:10]2[C@@H:8]([NH2:7])[CH3:9])[CH:20]=[C:19]([F:21])[CH:18]=1. Procedure: A solution of {(S)-1-[1-(3,5-difluorophenyl)-6-fluoro-1H-benzoimidazol-2-yl]ethyl}carbamic acid tert-butyl ester (668 mg, 1.7 mmol) in TFA (4 mL) and DCM (12 mL) was stirred for 1 h at RT. The reaction solution was loaded onto an Isolute® SCX-2 cartridge. The cartridge was washed with MeOH, followed by 2M NH3/MeOH. The basic fractions were combined and concentrated in vacuo to afford the title compound as a pale yellow oil (497 mg, 99%). Marfey's test: 97% de. LCMS (Method C): RT 1.96 min [M+H]+... Reactants: [N+](=O)([O-])C1=CC=C(C(CC2C(CCCC2)=O)=O)C=C1 (2-(p-nitrophenacyl)cyclohexanone), orange crystals, NC1=CC=C(C(C(=O)O)=C1)O (5-aminosalicylic acid), C(C)(=O)O (acetic acid). The solvent is O (water). The product is C(=O)(O)C=1C=C(C=CC1O)N1C(=CC=2CCCCC12)C1=CC=C(C=C1)[N+](=O)[O-] (1-(3-Carboxy-4-hydroxyphenyl)-2-(4-nitrophenyl)-4,5,6,7-tetrahydroindole). RXN SMILES: [N+:1]([C:4]1[CH:19]=[CH:18][C:7]([C:8](=O)[CH2:9][CH:10]2[CH2:15][CH2:14][CH2:13][CH2:12][C:11]2=O)=[CH:6][CH:5]=1)([O-:3])=[O:2].[NH2:20][C:21]1[CH:29]=[C:25]([C:26]([OH:28])=[O:27])[C:24]([OH:30])=[CH:23][CH:22]=1.C(O)(=O)C>O>[C:26]([C:25]1[CH:29]=[C:21]([N:20]2[C:11]3[CH2:12][CH2:13][CH2:14][CH2:15][C:10]=3[CH:9]=[C:8]2[C:7]2[CH:18]=[CH:19][C:4]([N+:1]([O-:3])=[O:2])=[CH:5][CH:6]=2)[CH:22]=[CH:23][C:24]=1[OH:30])([OH:28])=[O:27]. Reported procedure: A mixture of 40 g. (0.15 mole) of 2-(p-nitrophenacyl)cyclohexanone, 23 g. (0.15 mole) of 5-aminosalicylic acid and 187 ml. of glacial acetic acid was heated under reflux under nitrogen for 3 3/4 hours, diluted with water and extracted with ethyl acetate. The ethyl acetate solution was dried over sodium sulfate and concentrated to a red solid which was chromatographed on silica gel. The material eluted with 3% methanol in chloroform was recrystallied from acetonitrile to provide 3.8 g. (7%) of or... Reactants: NCC(C)(C)C1=CC=C(OC2=NC=C(C(=O)N)C=C2)C=C1 (6-[4-(2-amino-1,1-dimethyl-ethyl)-phenoxy]-nicotinamide), C(C1=CC=CC=C1)=O (benzaldehyde). Product: C(C1=CC=CC=C1)NCC(C)(C)C1=CC=C(OC2=NC=C(C(=O)N)C=C2)C=C1 (6-[4-(2-Benzylamino-1,1-dimethyl-ethyl)-phenoxy]-nicotinamide). As a reaction SMILES: [NH2:1][CH2:2][C:3]([C:6]1[CH:21]=[CH:20][C:9]([O:10][C:11]2[CH:19]=[CH:18][C:14]([C:15]([NH2:17])=[O:16])=[CH:13][N:12]=2)=[CH:8][CH:7]=1)([CH3:5])[CH3:4].[CH:22](=O)[C:23]1[CH:28]=[CH:27][CH:26]=[CH:25][CH:24]=1>>[CH2:22]([NH:1][CH2:2][C:3]([C:6]1[CH:7]=[CH:8][C:9]([O:10][C:11]2[CH:19]=[CH:18][C:14]([C:15]([NH2:17])=[O:16])=[CH:13][N:12]=2)=[CH:20][CH:21]=1)([CH3:5])[CH3:4])[C:23]1[CH:28]=[CH:27][CH:26]=[CH:25][CH:24]=1. Procedure: Using a method similar to example 35, using 6-[4-(2-amino-1,1-dimethyl-ethyl)-phenoxy]-nicotinamide (example 193), and benzaldehyde affords the title compound: HPLC (5/95 to 95/5 ACN/(0.1% TFA in water) Zorbax SB-Phenyl Column 4.6 mm×15 cm×5 micron: Retention time: 6.01 minutes, Purity: 95.6%; mass spectrum (ion spray): m/z=376.1 (M+1). Reactants: N(=[N+]=[N-])CC(C)(COCCCCCCCCCCCCCCCCCCCCCC)COCCCCCCCCCCCCCCCCCCCCCC (1-Azido-2,2-bis(docosyloxymethyl)propane), [H][H] (hydrogen). Reagents/catalysts: [OH-].[OH-].[Pd+2] (palladium hydroxide on carbon). The solvent is O1CCCC1 (tetrahydrofuran). Yields the product NCC(C)(COCCCCCCCCCCCCCCCCCCCCCC)COCCCCCCCCCCCCCCCCCCCCCC (1-Amino-2,2-bis(docosyloxymethyl)propane). Yield: 64.7%. As a reaction SMILES: [N:1]([CH2:4][C:5]([CH2:31][O:32][CH2:33][CH2:34][CH2:35][CH2:36][CH2:37][CH2:38][CH2:39][CH2:40][CH2:41][CH2:42][CH2:43][CH2:44][CH2:45][CH2:46][CH2:47][CH2:48][CH2:49][CH2:50][CH2:51][CH2:52][CH2:53][CH3:54])([CH2:7][O:8][CH2:9][CH2:10][CH2:11][CH2:12][CH2:13][CH2:14][CH2:15][CH2:16][CH2:17][CH2:18][CH2:19][CH2:20][CH2:21][CH2:22][CH2:23][CH2:24][CH2:25][CH2:26][CH2:27][CH2:28][CH2:29][CH3:30])[CH3:6])=[N+]=[N-].[H][H]>O1CCCC1.[OH-].[OH-].[Pd+2]>[NH2:1][CH2:4][C:5]([CH2:7][O:8][CH2:9][CH2:10][CH2:11][CH2:12][CH2:13][CH2:14][CH2:15][CH2:16][CH2:17][CH2:18][CH2:19][CH2:20][CH2:21][CH2:22][CH2:23][CH2:24][CH2:25][CH2:26][CH2:27][CH2:28][CH2:29][CH3:30])([CH2:31][O:32][CH2:33][CH2:34][CH2:35][CH2:36][CH2:37][CH2:38][CH2:39][CH2:40][CH2:41][CH2:42][CH2:43][CH2:44][CH2:45][CH2:46][CH2:47][CH2:48][CH2:49][CH2:50][CH2:51][CH2:52][CH2:53][CH3:54])[CH3:6] |f:3.4.5|. Reported procedure: 1-Azido-2,2-bis(docosyloxymethyl)propane (12.8 g; 16.8 mmol) and palladium hydroxide on carbon (6.0 g) in tetrahydrofuran (100 ml) was stirred under the hydrogen atmosphere at 50° C. for 3 h. The reaction solution was filtered through celite, and the filtrate was evaporated to dryness in vacuo. The residue was purified by silica gel column chromatography (60 g of gel, chloroform/methanol, 10:1) to obtain the title compound (8 g, 65%) as white powder. Reactants: C(#N)COC=1C=C(C=O)C=CC1OC (3-cyanomethoxy-4-methoxybenzaldehyde), N1CCCC1 (pyrrolidine), ice water, C(C)(=O)O[BH-](OC(C)=O)OC(C)=O.[Na+] (sodium triacetoxyborohydride). Run in ClCCCl (1,2-dichloroethane). The product is C(#N)COC=1C=C(C=CC1OC)CN1CCCC1 (3-Cyanomethoxy-4-methoxy-1-[(pyrrolidin-1-yl)methyl]benzene). Isolated yield 63.5%. As a reaction SMILES: [C:1]([CH2:3][O:4][C:5]1[CH:6]=[C:7]([CH:10]=[CH:11][C:12]=1[O:13][CH3:14])[CH:8]=O)#[N:2].[NH:15]1[CH2:19][CH2:18][CH2:17][CH2:16]1.C(O[BH-](OC(=O)C)OC(=O)C)(=O)C.[Na+]>ClCCCl>[C:1]([CH2:3][O:4][C:5]1[CH:6]=[C:7]([CH2:8][N:15]2[CH2:19][CH2:18][CH2:17][CH2:16]2)[CH:10]=[CH:11][C:12]=1[O:13][CH3:14])#[N:2] |f:2.3|. Procedure details: To a solution of 3-cyanomethoxy-4-methoxybenzaldehyde (10.0 g) in 1,2-dichloroethane (400 ml) was added pyrrolidine (6.6 ml), with stirring, followed by sodium triacetoxyborohydride (22 g). The reaction mixture was stirred at ambient temperature for 1 hr and poured into ice/water 10% sodium hydroxide solution. The mixture was extracted with ethyl acetate, washed with water, saturated sodium chloride solution, dried over anhydrous sodium sulfate, filtered, and the filtrate was concentrated. The r...